From a dataset of the Open Reaction Database (ORD), a public repository of structured organic reaction records. describe an organic reaction: reactants, conditions, products, and yield Reactants: CC(C)(C)[Si](O[C@@H]1C[C@@H](CNC1)CNC(OC(C)(C)C)=O)(C)C (cis-1,1-dimethylethyl [((3RS,5RS)-5-{[(1,1-dimethylethyl)(dimethyl)silyl]oxy}-3-piperidinyl)methyl]carbamate), FC1=CC=C2C=CC(N(C2=C1)CC=O)=O ((7-fluoro-2-oxo-1(2H)-quinolinyl)acetaldehyde), [BH-](OC(=O)C)(OC(=O)C)OC(=O)C.[Na+] (Na(OAc)3BH). Solvent: CO (MeOH), C(Cl)(Cl)Cl (CHCl3). Conditions: time 8 hour. Product: CC(C)(C)[Si](O[C@@H]1C[C@@H](CN(C1)CCN1C(C=CC2=CC=C(C=C12)F)=O)CNC(OC(C)(C)C)=O)(C)C (cis-1,1-Dimethylethyl ({(3RS,5RS)-5-{[(1,1-dimethylethyl)(dimethyl)silyl]oxy}-1-[2-(7-fluoro-2-oxo-1 (2H)-quinolinyl)ethyl]-3-piperidinyl}methyl)carbamate). Isolated yield 78.0%. Reaction SMILES: [CH3:1][C:2]([Si:5]([CH3:23])([CH3:22])[O:6][C@H:7]1[CH2:12][NH:11][CH2:10][C@@H:9]([CH2:13][NH:14][C:15](=[O:21])[O:16][C:17]([CH3:20])([CH3:19])[CH3:18])[CH2:8]1)([CH3:4])[CH3:3].[F:24][C:25]1[CH:34]=[C:33]2[C:28]([CH:29]=[CH:30][C:31](=[O:38])[N:32]2[CH2:35][CH:36]=O)=[CH:27][CH:26]=1.[BH-](OC(C)=O)(OC(C)=O)OC(C)=O.[Na+]>CO.C(Cl)(Cl)Cl>[CH3:4][C:2]([Si:5]([CH3:23])([CH3:22])[O:6][C@H:7]1[CH2:12][N:11]([CH2:36][CH2:35][N:32]2[C:33]3[C:28](=[CH:27][CH:26]=[C:25]([F:24])[CH:34]=3)[CH:29]=[CH:30][C:31]2=[O:38])[CH2:10][C@@H:9]([CH2:13][NH:14][C:15](=[O:21])[O:16][C:17]([CH3:20])([CH3:19])[CH3:18])[CH2:8]1)([CH3:1])[CH3:3] |f:2.3|. Procedure details: To cis-1,1-dimethylethyl [((3RS,5RS)-5-{[(1,1-dimethylethyl)(dimethyl)silyl]oxy}-3-piperidinyl)methyl]carbamate (350 mg; 1.0 mmol) in MeOH (2 ml) and CHCl3 (8 ml) was added (7-fluoro-2-oxo-1(2H)-quinolinyl)acetaldehyde (for a preparation see Example 2(d) (200 mg; 1.0 mmol) and the reaction was allowed to stir at room temperature under N2 for 8 hours. Na(OAc)3BH (530 mg; 2.5 mmol) was added and the reaction was allowed to stir at room temperature under nitrogen for an additional 14 hours. The sol...